This data is from the Open Reaction Database (ORD), a public repository of structured organic reaction records. The task is: describe an organic reaction: reactants, conditions, products, and yield Product: C(C)(=O)C=1C(C2=CC3=CC=CC=C3C2=CC1)=O (2-acetylfluorenone). Solvent: C(C)(=O)O (acetic acid). The yield is 38.0%. RXN SMILES: [C:1]([C:4]1[CH:16]=[CH:15][C:14]2[C:13]3[C:8](=[CH:9][CH:10]=[CH:11][CH:12]=3)[CH2:7][C:6]=2[CH:5]=1)(=[O:3])[CH3:2].[O-:17][Cr](O[Cr]([O-])(=O)=O)(=O)=O.[Na+].[Na+].O.[OH-].[Na+]>C(O)(=O)C>[C:1]([C:4]1[C:5](=[O:17])[C:6]2[C:14](=[CH:15][CH:16]=1)[C:13]1[C:8](=[CH:9][CH:10]=[CH:11][CH:12]=1)[CH:7]=2)(=[O:3])[CH3:2] |f:1.2.3,5.6|. The reactants are C(C)(=O)C1=CC=2CC3=CC=CC=C3C2C=C1 (2-acetylfluorene), [O-][Cr](=O)(=O)O[Cr](=O)(=O)[O-].[Na+].[Na+] (sodium bichromate), [OH-].[Na+] (caustic soda), O (water). Conditions: temperature 90 celsius, time 4 hour. Reported procedure: To a solution of 77.0 g (0.74 mol) of 2-acetylfluorene in 1.1 l of acetic acid are added at 90° C and under intense stirring, 385 g (1.3 mol) of sodium bichromate during a period of 1 hr to 1 hr 15 min. Thereupon, the reaction mixture is allowed to stand under the same conditions for 4 hours, then poured into 4.6 l of water heated to 90° C and kept overnight at room temperature. The precipitate is filtered off, washed with 900 ml of a 2-percent sulfuric acid till a colorless wash solution appear... Reactants: CO, COc1cc(C=Cc2ccccc2)ccn1. Yields the product COc1cc(CCc2ccccc2)ccn1. Reaction SMILES: [CH3:17][OH:18].[CH3:1][O:2][c:3]1[n:4][cH:5][cH:6][c:7]([CH:9]=[CH:10][c:11]2[cH:12][cH:13][cH:14][cH:15][cH:16]2)[cH:8]1>>[CH3:1][O:2][c:3]1[n:4][cH:5][cH:6][c:7]([CH2:9][CH2:10][c:11]2[cH:12][cH:13][cH:14][cH:15][cH:16]2)[cH:8]1. Reactants: O=C1CCC(=O)N1Cl, N#Cc1c(OCCc2ccccn2)nc(N)nc1-c1ccco1, CN(C)C=O. Yields the product N#Cc1c(OCCc2ccccn2)nc(N)nc1-c1ccc(Cl)o1. Reaction SMILES: [Cl:24][N:25]1[C:26](=[O:27])[CH2:28][CH2:29][C:30]1=[O:31].[NH2:1][c:2]1[n:3][c:4]([O:15][CH2:16][CH2:17][c:18]2[n:19][cH:20][cH:21][cH:22][cH:23]2)[c:5]([C:13]#[N:14])[c:6](-[c:8]2[o:9][cH:10][cH:11][cH:12]2)[n:7]1.[O:32]=[CH:33][N:34]([CH3:35])[CH3:36]>>[NH2:1][c:2]1[n:3][c:4]([O:15][CH2:16][CH2:17][c:18]2[n:19][cH:20][cH:21][cH:22][cH:23]2)[c:5]([C:13]#[N:14])[c:6](-[c:8]2[o:9][c:10]([Cl:24])[cH:11][cH:12]2)[n:7]1. Reactants: C(C(C)C)(=O)Cl (Isobutyryl chloride), ClC=1C=C(CN2C(=NC=C2)COC=2C=C(C=CC2)N)C=C(C1)Cl (3-[1-(3,5-Dichloro-benzyl)-1H-imidazol-2-ylmethoxy]-phenylamine), C(C(CO)(CO)N)O (trisamine). Run in C(Cl)Cl (CH2Cl2). Run at time 72 hour. Yields the product ClC=1C=C(CN2C(=NC=C2)COC=2C=C(C=CC2)NC(C(C)C)=O)C=C(C1)Cl (N-{3-[1-(3,5-dichloro-benzyl)-1H-imidazol-2-ylmethoxy]-phenyl}-isobutyramide), 24a. Yield: 40.0%. As a reaction SMILES: [C:1](Cl)(=[O:5])[CH:2]([CH3:4])[CH3:3].[Cl:7][C:8]1[CH:9]=[C:10]([CH:26]=[C:27]([Cl:29])[CH:28]=1)[CH2:11][N:12]1[CH:16]=[CH:15][N:14]=[C:13]1[CH2:17][O:18][C:19]1[CH:20]=[C:21]([NH2:25])[CH:22]=[CH:23][CH:24]=1.C(O)C(N)(CO)CO>C(Cl)Cl>[Cl:7][C:8]1[CH:9]=[C:10]([CH:26]=[C:27]([Cl:29])[CH:28]=1)[CH2:11][N:12]1[CH:16]=[CH:15][N:14]=[C:13]1[CH2:17][O:18][C:19]1[CH:20]=[C:21]([NH:25][C:1](=[O:5])[CH:2]([CH3:4])[CH3:3])[CH:22]=[CH:23][CH:24]=1. Procedure details: Isobutyryl chloride (11 mg, 0.1 mmol) was added to a solution of 3-[1-(3,5-dichloro-benzyl)-1H-imidazol-2-ylmethoxy]-phenylamine (see Example 21) (30 mg, 0.09 mmol) in CH2Cl2 (1 mL). The reaction was shaken at room temperature. After 72 h, trisamine resin (79 mg, 0.1 mmol) was added and the reaction was shaken for another 4 h. The reaction was filtered and the resin was washed with CH2Cl2 (2 mL). The filtrates were combined and concentrated in vacuo. Preparative TLC (silica, 20:1 CH2Cl2:MeOH, Rf... Starting materials: [Al+3], [H-], [H-], [H-], [H-], [Li+], O=C1NCCCC1(c1ccccc1)c1ccccc1. Yields the product c1ccc(C2(c3ccccc3)CCCNC2)cc1. As a reaction SMILES: [Al+3:21].[H-:20].[H-:23].[H-:24].[H-:25].[Li+:22].[c:1]1([C:7]2([c:14]3[cH:15][cH:16][cH:17][cH:18][cH:19]3)[C:8](=[O:13])[NH:9][CH2:10][CH2:11][CH2:12]2)[cH:2][cH:3][cH:4][cH:5][cH:6]1>>[c:1]1([C:7]2([c:14]3[cH:15][cH:16][cH:17][cH:18][cH:19]3)[CH2:8][NH:9][CH2:10][CH2:11][CH2:12]2)[cH:2][cH:3][cH:4][cH:5][cH:6]1. RXN SMILES: [N+:1]([O-:4])(O)=[O:2].S(=O)(=O)(O)O.[CH3:10][C:11]1[C:19]([CH3:20])=[CH:18][CH:17]=[CH:16][C:12]=1[C:13]([OH:15])=[O:14]>>[CH3:10][C:11]1[C:19]([CH3:20])=[CH:18][C:17]([N+:1]([O-:4])=[O:2])=[CH:16][C:12]=1[C:13]([OH:15])=[O:14]. The product is CC1=C(C(=O)O)C=C(C=C1C)[N+](=O)[O-] (2,3-dimethyl-5-nitrobenzoic acid). The solvent is ice water. Reported procedure: To a mixture of nitric acid (d=1.42:20 ml) and sulfuric acid (d=1.84:20 ml) was added 2,3-dimethyl benzoic acid (6.0 g) at 0° C. After stirring for 3 hours, the mixture was poured into ice water (300 ml). The organic layer was extracted with ethyl acetate (100 ml) and washed with water (100 ml×3). The solution was dried over magnesium sulfate and the solvent was removed in vacuo. The residue was purified by a column of silica gel to give a yellow solid of 2,3-dimethyl-5-nitrobenzoic acid (1.80 g... Reaction conditions: time 3 hour. Starting materials: [N+](=O)(O)[O-] (nitric acid), S(O)(O)(=O)=O (sulfuric acid), CC1=C(C(=O)O)C=CC=C1C (2,3-dimethyl benzoic acid). The reactants are ClC1=NC=C(C(=N1)NC1=CC2=C(C=C1)OCCO2)F (2-chloro-N4-(3,4-ethylenedioxyphenyl)-5-fluoro-4-pyrimidineamine), FC=1C=C(N)C=C(C1)F (3,5-difluoroaniline). Yields the product C1OC=2C=C(C=CC2OC1)NC1=NC(=NC=C1F)NC1=CC(=CC(=C1)F)F (N4-(3,4-ethylenedioxyphenyl)-5-fluoro-N2-(3,5-difluorophenyl)-2,4-pyrimidinediamine). Reaction SMILES: Cl[C:2]1[N:7]=[C:6]([NH:8][C:9]2[CH:14]=[CH:13][C:12]3[O:15][CH2:16][CH2:17][O:18][C:11]=3[CH:10]=2)[C:5]([F:19])=[CH:4][N:3]=1.[F:20][C:21]1[CH:22]=[C:23]([CH:25]=[C:26]([F:28])[CH:27]=1)[NH2:24]>>[CH2:17]1[CH2:16][O:15][C:12]2[CH:13]=[CH:14][C:9]([NH:8][C:6]3[C:5]([F:19])=[CH:4][N:3]=[C:2]([NH:24][C:23]4[CH:22]=[C:21]([F:20])[CH:27]=[C:26]([F:28])[CH:25]=4)[N:7]=3)=[CH:10][C:11]=2[O:18]1. Reported procedure: In like manner to the preparation of 5-fluoro-N4-(3-hydroxyphenyl)-N2-[4-(3-phenyl-1,2,4-oxadiazol-5-yl)methyleneoxyphenyl]-2,4-pyrimidinediamine, 2-chloro-N4-(3,4-ethylenedioxyphenyl)-5-fluoro-4-pyrimidineamine and 3,5-difluoroaniline were reacted to provide N4-(3,4-ethylenedioxyphenyl)-5-fluoro-N2-(3,5-difluorophenyl)-2,4-pyrimidinediamine. 1H NMR (CDCl3): δ 7.94 (d, 1H, J=3.3 Hz), 7.20–7.11 (m, 3H), 7.02 (s, 1H), 6.92–6.90 (m, 2H), 6.65 (s, 1H), 6.39 (tt, 1H, J=2.4 and 9.0 Hz), 4.31 (s, 4H); ...